Dataset: the Open Reaction Database (ORD), a public repository of structured organic reaction records. Task: describe an organic reaction: reactants, conditions, products, and yield Starting materials: FC(C(=O)C1=NC2=C(N1)C=C(C(=C2)C#N)C(F)(F)F)(F)F (2-(2,2,2-Trifluoro-acetyl)-6-trifluoromethyl-1H-benzoimidazole-5-carbonitrile), Cl (HCl), C(C=C)Br (allyl bromide), [In] (indium). The solvent is C1CCOC1 (THF), O (water), C(C)(=O)OCC (ethyl acetate). Product: OC(CC=C)(C(F)(F)F)C1=NC2=C(N1)C=C(C(=C2)C#N)C(F)(F)F (2-(1-Hydroxy-1-trifluoromethyl-but-3-enyl)-6-trifluoromethyl-1H-benzoimidazole-5-carbonitrile). As a reaction SMILES: [F:1][C:2]([F:21])([F:20])[C:3]([C:5]1[NH:9][C:8]2[CH:10]=[C:11]([C:16]([F:19])([F:18])[F:17])[C:12]([C:14]#[N:15])=[CH:13][C:7]=2[N:6]=1)=[O:4].[CH2:22](Br)[CH:23]=[CH2:24].[In].Cl>C1COCC1.O.C(OCC)(=O)C>[OH:4][C:3]([C:5]1[NH:9][C:8]2[CH:10]=[C:11]([C:16]([F:17])([F:18])[F:19])[C:12]([C:14]#[N:15])=[CH:13][C:7]=2[N:6]=1)([C:2]([F:20])([F:1])[F:21])[CH2:24][CH:23]=[CH2:22]. Reported procedure: 2-(2,2,2-Trifluoro-acetyl)-6-trifluoromethyl-1H-benzoimidazole-5-carbonitrile (0.31 g; 0.95 mmol), allyl bromide (0.82 mL; 9.5 mmol) and indium (1.09 g; 9.5 mmol) were suspended in THF (12 mL) and 0.03 M HCl (10 mL) and stirred vigorously overnight. The reaction mixture was then diluted with water (60 mL) and ethyl acetate (40 mL), the layers were separated and the aqueous layer was extracted with ethyl acetate (3×20 mL). The combined extracts were washed with brine (50 mL) and dried over Na2SO4...